Dataset: the Open Reaction Database (ORD), a public repository of structured organic reaction records. Task: describe an organic reaction: reactants, conditions, products, and yield Starting materials: C1(CC1)CN(C=1C(=NN2C1SC=C2C2=C(C=C(C#N)C=C2OC)OC)OC)CC2CCOCC2 (4-{7-[(cyclopropylmethyl)(tetrahydro-2H-pyran-4-ylmethyl)amino]-6-methoxypyrazolo[5,1-b][1,3]thiazol-3-yl}-3,5-dimethoxybenzonitrile), C(C)(=O)OCC (ethyl acetate), Cl (hydrochloric acid). The solvent is C(C)OCC (diethyl ether). Run at time 1 hour. The product is Cl.C1(CC1)CN(C=1C(=NN2C1SC=C2C2=C(C=C(C#N)C=C2OC)OC)OC)CC2CCOCC2 (4-{7-[(Cyclopropylmethyl)(tetrahydro-2H-pyran-4-ylmethyl)amino]-6-methoxypyrazolo[5,1-b][1,3]thiazol-3-yl}-3,5-dimethoxybenzonitrile hydrochloride). RXN SMILES: [CH:1]1([CH2:4][N:5]([CH2:28][CH:29]2[CH2:34][CH2:33][O:32][CH2:31][CH2:30]2)[C:6]2[C:7]([O:26][CH3:27])=[N:8][N:9]3[C:13]([C:14]4[C:21]([O:22][CH3:23])=[CH:20][C:17]([C:18]#[N:19])=[CH:16][C:15]=4[O:24][CH3:25])=[CH:12][S:11][C:10]=23)[CH2:3][CH2:2]1.C(OCC)(=O)C.[ClH:41]>C(OCC)C>[ClH:41].[CH:1]1([CH2:4][N:5]([CH2:28][CH:29]2[CH2:34][CH2:33][O:32][CH2:31][CH2:30]2)[C:6]2[C:7]([O:26][CH3:27])=[N:8][N:9]3[C:13]([C:14]4[C:15]([O:24][CH3:25])=[CH:16][C:17]([C:18]#[N:19])=[CH:20][C:21]=4[O:22][CH3:23])=[CH:12][S:11][C:10]=23)[CH2:2][CH2:3]1 |f:4.5|. Reported procedure: To a mixture of 4-{7-[(cyclopropylmethyl)(tetrahydro-2H-pyran-4-ylmethyl)amino]-6-methoxypyrazolo[5,1-b][1,3]thiazol-3-yl}-3,5-dimethoxybenzonitrile (26.4 mg) and ethyl acetate (0.5 mL) was added hydrochloric acid in diethyl ether (1M, 54.7 μL). The mixture was stirred at room temperature for 1 hour and the solvent was removed by blowing nitrogen stream and dried to obtain the title compound (28.4 mg). Reactants: CC(C)(C)OC(=O)C(N1CCNC1=O)C(C)(C)C, ClCCl. The product is CC(C)(C)C(C(=O)O)N1CCNC1=O. Reaction SMILES: [C:1]([CH3:2])([CH3:3])([CH3:4])[O:5][C:6]([CH:7]([C:8]([CH3:9])([CH3:10])[CH3:11])[N:12]1[C:13](=[O:17])[NH:14][CH2:15][CH2:16]1)=[O:18].[Cl:19][CH2:20][Cl:21]>>[O:5]=[C:6]([CH:7]([C:8]([CH3:9])([CH3:10])[CH3:11])[N:12]1[C:13](=[O:17])[NH:14][CH2:15][CH2:16]1)[OH:18].